This data is from the Open Reaction Database (ORD), a public repository of structured organic reaction records. The task is: describe an organic reaction: reactants, conditions, products, and yield Reactants: C1(=CC=CC=C1)C=CCC1CCCCCC(N1)=O (octahydro-8-(3-phenyl-2-propenyl)azocin-2-one), F[B-](F)(F)F.C[O+](C)C (trimethyloxonium tetrafluoroborate). The solvent is C(Cl)Cl (CH2Cl2). Product: COC=1CCCCCC(N1)CC=CC1=CC=CC=C1 (2,3,4,5,6,7-hexahydro-8-methoxy-2-(3-phenyl-2-propenyl)azocine). Reaction SMILES: [C:1]1([CH:7]=[CH:8][CH2:9][CH:10]2[NH:17][C:16](=[O:18])[CH2:15][CH2:14][CH2:13][CH2:12][CH2:11]2)[CH:6]=[CH:5][CH:4]=[CH:3][CH:2]=1.F[B-](F)(F)F.[CH3:24][O+](C)C>C(Cl)Cl>[CH3:24][O:18][C:16]1[CH2:15][CH2:14][CH2:13][CH2:12][CH2:11][CH:10]([CH2:9][CH:8]=[CH:7][C:1]2[CH:2]=[CH:3][CH:4]=[CH:5][CH:6]=2)[N:17]=1 |f:1.2|. Procedure details: The product of Example 68 is reacted with trimethyloxonium tetrafluoroborate in CH2Cl2 by the method of Example 3 to produce the title material. Reactants: Cl (HCl), O1CCOCC1 (1,4-dioxane), N1=CC(=CC=C1)CCC1N(CCN(C1)C(=O)OC(C)(C)C)C(=O)OCC1=CC=CC=C1 (1-benzyl 4-tert-butyl 2-(2-(pyridin-3-yl)ethyl)piperazine-1,4-dicarboxylate). Solvent: CO (MeOH). Run at time 1 hour. Product: Cl.Cl.N1=CC(=CC=C1)CCC1N(CCNC1)C(=O)OCC1=CC=CC=C1 (Benzyl 2-(2-(pyridin-3-yl)ethyl)piperazine-1-carboxylate dihydrochloride). Isolated yield 58.0%. RXN SMILES: [ClH:1].O1CCOCC1.[N:8]1[CH:13]=[CH:12][CH:11]=[C:10]([CH2:14][CH2:15][CH:16]2[CH2:21][N:20](C(OC(C)(C)C)=O)[CH2:19][CH2:18][N:17]2[C:29]([O:31][CH2:32][C:33]2[CH:38]=[CH:37][CH:36]=[CH:35][CH:34]=2)=[O:30])[CH:9]=1>CO>[ClH:1].[ClH:1].[N:8]1[CH:13]=[CH:12][CH:11]=[C:10]([CH2:14][CH2:15][CH:16]2[CH2:21][NH:20][CH2:19][CH2:18][N:17]2[C:29]([O:31][CH2:32][C:33]2[CH:38]=[CH:37][CH:36]=[CH:35][CH:34]=2)=[O:30])[CH:9]=1 |f:4.5.6|. Procedure details: 4 M HCl in 1,4-dioxane (6 mL, 24 mmol) was added to a solution of 1-benzyl 4-tert-butyl 2-(2-(pyridin-3-yl)ethyl)piperazine-1,4-dicarboxylate (130.2 mg, 0.306 mmol) in MeOH (1 mL). After 1 h, the reaction mixture was concentrated under reduced pressure and purified by HPLC (5 to 50% MeCN/0.1% TFA in H2O/0.1% TFA gradient). The fractions containing the desired product were concentrated under reduced pressure. The material was dissolved in MeOH (1 mL) and 4 M HCl in 1,4-dioxane (0.015 mL) was adde... Starting materials: Cl.CC(=O)O (HCl AcOH), N([C@H](CCCNC(=O)OC(C)(C)C)C(=O)N[C@@H](CC1=CC=CC=C1)C(=O)N[C@@H](CCCNC(N)=N)C(=O)O)C(=O)OCC1=CC=CC=C1 (Z-D-Orn(BOC)-Phe-Arg), Cl (HCl). Product: N([C@H](CCCN)C(=O)N[C@@H](CC1=CC=CC=C1)C(=O)N[C@@H](CCCNC(N)=N)C(=O)O)C(=O)OCC1=CC=CC=C1 (Z-D-Orn-Phe-Arg). Isolated yield 102.6%. Reaction SMILES: Cl.CC(O)=O.[NH:6]([C:44]([O:46][CH2:47][C:48]1[CH:53]=[CH:52][CH:51]=[CH:50][CH:49]=1)=[O:45])[C@@H:7]([C:19]([NH:21][C@H:22]([C:30]([NH:32][C@H:33]([C:41]([OH:43])=[O:42])[CH2:34][CH2:35][CH2:36][NH:37][C:38](=[NH:40])[NH2:39])=[O:31])[CH2:23][C:24]1[CH:29]=[CH:28][CH:27]=[CH:26][CH:25]=1)=[O:20])[CH2:8][CH2:9][CH2:10][NH:11]C(OC(C)(C)C)=O.Cl>>[NH:6]([C:44]([O:46][CH2:47][C:48]1[CH:49]=[CH:50][CH:51]=[CH:52][CH:53]=1)=[O:45])[C@@H:7]([C:19]([NH:21][C@H:22]([C:30]([NH:32][C@H:33]([C:41]([OH:43])=[O:42])[CH2:34][CH2:35][CH2:36][NH:37][C:38](=[NH:39])[NH2:40])=[O:31])[CH2:23][C:24]1[CH:25]=[CH:26][CH:27]=[CH:28][CH:29]=1)=[O:20])[CH2:8][CH2:9][CH2:10][NH2:11] |f:0.1|. Reported procedure: Into 5.2 ml (10.4 mmoles) of 2N HCl/AcOH was dissolved 2.3 g (2.6 mmoles) of Z-D-Orn(BOC)-Phe-Arg-CHA.HCl. After reacting it at room temperature for 2 hours, the product was precipitated in dry ether and the deposited crystalline product was collected by filtration and dried. Thus, crude Z-D-Orn-Phe-Arg-CHA.2HCl was obtained. It was purified by means of Toyopearl HW40F column with 30% AcOH as a developing solvent. Thus, 1.52 g (74.9%) of Z-D-Orn-Phe-Arg-CHA.2HCl was obtained.